From a dataset of the Open Reaction Database (ORD), a public repository of structured organic reaction records. describe an organic reaction: reactants, conditions, products, and yield The reactants are ClCCl, COC(=O)C(Cl)c1ccc2cc(C)ccc2c1, CCO, Cl, [Na+], [OH-]. The product is COC(=O)C(O)c1ccc2cc(C)ccc2c1. As a reaction SMILES: [CH2:24]([Cl:25])[Cl:26].[CH3:1][c:2]1[cH:3][c:4]2[cH:5][cH:6][c:7]([CH:12]([C:13](=[O:14])[O:15][CH3:16])[Cl:17])[cH:8][c:9]2[cH:10][cH:11]1.[CH3:20][CH2:21][OH:22].[ClH:23].[Na+:19].[OH-:18]>>[CH3:1][c:2]1[cH:3][c:4]2[cH:5][cH:6][c:7]([CH:12]([C:13](=[O:14])[O:15][CH3:16])[OH:22])[cH:8][c:9]2[cH:10][cH:11]1. Starting materials: C(C)OP(=O)C1=CC=CC=C1 (phenylphosphinic acid ethyl ester), Cl (HCl), C=O (paraformaldehyde), C=O (paraformaldehyde). Reaction conditions: time 1 hour. Product: OCP(O)(=O)C1=CC=CC=C1 (hydroxymethylphenylphosphinic acid). Isolated yield 80.6%. RXN SMILES: C([O:3][PH:4]([C:6]1[CH:11]=[CH:10][CH:9]=[CH:8][CH:7]=1)=[O:5])C.[CH2:12]=[O:13].Cl>>[OH:13][CH2:12][P:4]([C:6]1[CH:11]=[CH:10][CH:9]=[CH:8][CH:7]=1)(=[O:5])[OH:3]. Reported procedure: 100 g (0.5 moles) of phenylphosphinic acid ethyl ester are heated to 80° C., and 15 g (0.52) of paraformaldehyde are added in small portions. The paraformaldehyde addition is regulated so that the temperature does not exceed 110° C. by virtue of the exothermic nature of the reaction. When the addition is complete, the mixture is kept for about one hour under agitation at 110° C., and the termination of the reaction can be seen by gas chromatography or thin layer chromatography. 100 cc of a 10% H... Procedure: [7-(4-Methanesulfonyl-phenyl)-pyrrolo[2,1-f][1,2,4]triazin-2-yl]-(4-pyridin-3-yl-phenyl)-amine was prepared from 7-(4-methanesulfonyl-phenyl)-pyrrolo[2,1-f][1,2,4]triazin-2-ol and 4-pyridin-3-yl-phenylamine in an analogous manner to Example 1052a. Product isolated as a yellow foam (37 mg, 28%). LCMS (m/e) 442 (M+H); 1H-NMR (d6-DMSO, 400 MHz) δ 9.82 (s, 1H), 9.10 (s, 1H), 8.94 (s, 1H), 8.58-8.46 (m, 3H), 8.17-8.05 (m, 3H), 7.90 (d, 2H, J=7.9 Hz), 7.76 (d, 2H, J=7.9 Hz), 7.54-7.44 (m, 1H), 7.44-7.... Reaction SMILES: [CH3:1][S:2]([C:5]1[CH:10]=[CH:9][C:8]([C:11]2[N:19]3[C:14]([CH:15]=[N:16][C:17](O)=[N:18]3)=[CH:13][CH:12]=2)=[CH:7][CH:6]=1)(=[O:4])=[O:3].[N:21]1[CH:26]=[CH:25][CH:24]=[C:23]([C:27]2[CH:32]=[CH:31][C:30]([NH2:33])=[CH:29][CH:28]=2)[CH:22]=1>>[CH3:1][S:2]([C:5]1[CH:10]=[CH:9][C:8]([C:11]2[N:19]3[C:14]([CH:15]=[N:16][C:17]([NH:33][C:30]4[CH:29]=[CH:28][C:27]([C:23]5[CH:22]=[N:21][CH:26]=[CH:25][CH:24]=5)=[CH:32][CH:31]=4)=[N:18]3)=[CH:13][CH:12]=2)=[CH:7][CH:6]=1)(=[O:4])=[O:3]. Yield: 28.0%. Yields the product CS(=O)(=O)C1=CC=C(C=C1)C1=CC=C2C=NC(=NN21)NC2=CC=C(C=C2)C=2C=NC=CC2 ([7-(4-Methanesulfonyl-phenyl)-pyrrolo[2,1-f][1,2,4]triazin-2-yl]-(4-pyridin-3-yl-phenyl)-amine), foam. Starting materials: CS(=O)(=O)C1=CC=C(C=C1)C1=CC=C2C=NC(=NN21)O (7-(4-methanesulfonyl-phenyl)-pyrrolo[2,1-f][1,2,4]triazin-2-ol), N1=CC(=CC=C1)C1=CC=C(C=C1)N (4-pyridin-3-yl-phenylamine).